Dataset: the Open Reaction Database (ORD), a public repository of structured organic reaction records. Task: describe an organic reaction: reactants, conditions, products, and yield The reactants are [BH4-].[Na+] (NaBH4), ClC=1C=NC2=CC=C(N=C2C1CCN1C[C@@H](CC1)CN)OC ([((3S)-1-{2-[3-Chloro-6-(methyloxy)-1,5-naphthyridin-4-yl]ethyl}-3-pyrrolidinyl)methyl]amine), O=C1NC2=C(SC1)C=CC(=N2)C=O (3-oxo-3,4-dihydro-2H-pyrido[3,2-b][1,4]thiazine-6-carboxaldehyde), [O-]S(=O)(=O)[O-].[Na+].[Na+] (Na2SO4), C(=O)(O)[O-].[Na+] (NaHCO3). Run in C(Cl)Cl (CH2Cl2), CCO (EtOH). Conditions: time 24 hour. Yields the product ClC=1C=NC2=CC=C(N=C2C1CCN1C[C@@H](CC1)CNCC=1C=CC=2SCC(NC2N1)=O)OC (6-({[((3S)-1-{2-[3-chloro-6-(methyloxy)-1,5-naphthyridin-4-yl]ethyl}-3-pyrrolidinyl)methyl]amino}methyl)-2H-pyrido[3,2-b][1,4]thiazin-3(4H)-one). The yield is 9.7%. Reaction SMILES: [Cl:1][C:2]1[CH:3]=[N:4][C:5]2[C:10]([C:11]=1[CH2:12][CH2:13][N:14]1[CH2:18][CH2:17][C@@H:16]([CH2:19][NH2:20])[CH2:15]1)=[N:9][C:8]([O:21][CH3:22])=[CH:7][CH:6]=2.[O:23]=[C:24]1[CH2:29][S:28][C:27]2[CH:30]=[CH:31][C:32]([CH:34]=O)=[N:33][C:26]=2[NH:25]1.[O-]S([O-])(=O)=O.[Na+].[Na+].C([O-])(O)=O.[Na+].[BH4-].[Na+]>C(Cl)Cl.CCO>[Cl:1][C:2]1[CH:3]=[N:4][C:5]2[C:10]([C:11]=1[CH2:12][CH2:13][N:14]1[CH2:18][CH2:17][C@@H:16]([CH2:19][NH:20][CH2:34][C:32]3[CH:31]=[CH:30][C:27]4[S:28][CH2:29][C:24](=[O:23])[NH:25][C:26]=4[N:33]=3)[CH2:15]1)=[N:9][C:8]([O:21][CH3:22])=[CH:7][CH:6]=2 |f:2.3.4,5.6,7.8|. Procedure details: To a stirred solution of [((3S)-1-{2-[3-Chloro-6-(methyloxy)-1,5-naphthyridin-4-yl]ethyl}-3-pyrrolidinyl)methyl]amine (100 mg, 0.31 mmol) in dry CH2Cl2 (5 mL) and dry EtOH (5 mL) at RT was added 3-oxo-3,4-dihydro-2H-pyrido[3,2-b][1,4]thiazine-6-carboxaldehyde (67 mg, 0.34 mmol) along with a small amount of Na2SO4 and NaHCO3. After 24 h at RT, NaBH4 (12 mg, 0.32 mmol) was added. After 2 h, silica gel (5 g) was added to the reaction solution and the suspension was concentrated under vacuum to a dr... The solvent is CN(C=O)C (N,N-dimethylformamide). The yield is 71.8%. Starting materials: C([O-])([O-])=O.[K+].[K+] (potassium carbonate), C(C#C)Cl (propargyl chloride), NC1=NC=C(C(=N1)N)OC1=CC(=C(C=C1C(C)C)O)I (4-(2,4-Diamino-pyrimidin-5-yloxy)-2-iodo-5-isopropyl-phenol). Yields the product IC=1C(=CC(=C(OC=2C(=NC(=NC2)N)N)C1)C(C)C)OCC#C (5-(5-iodo-2-isopropyl-4-prop-2-ynyloxy-phenoxy)-pyrimidine-2,4-diamine). Run at time 8 hour. RXN SMILES: [NH2:1][C:2]1[N:7]=[C:6]([NH2:8])[C:5]([O:9][C:10]2[C:15]([CH:16]([CH3:18])[CH3:17])=[CH:14][C:13]([OH:19])=[C:12]([I:20])[CH:11]=2)=[CH:4][N:3]=1.C(=O)([O-])[O-].[K+].[K+].[CH2:27](Cl)[C:28]#[CH:29]>CN(C)C=O>[I:20][C:12]1[C:13]([O:19][CH2:29][C:28]#[CH:27])=[CH:14][C:15]([CH:16]([CH3:18])[CH3:17])=[C:10]([CH:11]=1)[O:9][C:5]1[C:6]([NH2:8])=[N:7][C:2]([NH2:1])=[N:3][CH:4]=1 |f:1.2.3|. Procedure details: To 4-(2,4-Diamino-pyrimidin-5-yloxy)-2-iodo-5-isopropyl-phenol (200 mg, 0.43 mmol) dissolved in anhydrous N,N-dimethylformamide (2 mL) was added anhydrous potassium carbonate (414 mg, 3.00 mmol) and propargyl chloride (0.03 mL, 0.43 mmol). After stirring at room temperature overnight, the reaction was extracted with dichloromethane, water and brine. The dichloromethane layer was dried using anhydrous magnesium sulfate, concentrated, and purified via silica gel column chromatography (95/5/0.1 dic... The reactants are C1CCOC1, CCN(C(C)C)C(C)C, CC1(C)Cc2c(c(C(=O)O)cc3nc(Nc4c(F)cccc4Cl)[nH]c23)O1, CC(F)(F)c1cccc(N)c1, O=S(Cl)Cl. The product is CC1(C)Cc2c(c(C(=O)Nc3cccc(C(C)(F)F)c3)cc3nc(Nc4c(F)cccc4Cl)[nH]c23)O1. Reaction SMILES: [CH2:51]1[O:52][CH2:53][CH2:54][CH2:55]1.[CH:42]([N:43]([CH2:44][CH3:45])[CH:46]([CH3:47])[CH3:48])([CH3:49])[CH3:50].[Cl:1][c:2]1[c:3]([NH:9][c:10]2[nH:11][c:12]3[c:13]([n:14]2)[cH:15][c:16]([C:24](=[O:25])[OH:26])[c:17]2[c:18]3[CH2:19][C:20]([CH3:22])([CH3:23])[O:21]2)[c:4]([F:8])[cH:5][cH:6][cH:7]1.[F:31][C:32]([CH3:33])([F:34])[c:35]1[cH:36][c:37]([NH2:38])[cH:39][cH:40][cH:41]1.[S:27]([Cl:28])([Cl:29])=[O:30]>>[Cl:1][c:2]1[c:3]([NH:9][c:10]2[nH:11][c:12]3[c:13]([n:14]2)[cH:15][c:16]([C:24](=[O:26])[NH:38][c:37]2[cH:36][c:35]([C:32]([F:31])([CH3:33])[F:34])[cH:41][cH:40][cH:39]2)[c:17]2[c:18]3[CH2:19][C:20]([CH3:22])([CH3:23])[O:21]2)[c:4]([F:8])[cH:5][cH:6][cH:7]1. Reactants: CO, O=C(NOC1CCCCO1)c1ccc2c(c1)CCN(C(=O)C1CCC1)C2, Cl, O. Product: O=C(NO)c1ccc2c(c1)CCN(C(=O)C1CCC1)C2. Reaction SMILES: [CH3:29][OH:30].[CH:1]1([C:5](=[O:6])[N:7]2[CH2:8][c:9]3[cH:10][cH:11][c:12]([C:17](=[O:18])[NH:19][O:20][CH:21]4[CH2:22][CH2:23][CH2:24][CH2:25][O:26]4)[cH:13][c:14]3[CH2:15][CH2:16]2)[CH2:2][CH2:3][CH2:4]1.[ClH:27].[OH2:28]>>[CH:1]1([C:5](=[O:6])[N:7]2[CH2:8][c:9]3[cH:10][cH:11][c:12]([C:17](=[O:18])[NH:19][OH:20])[cH:13][c:14]3[CH2:15][CH2:16]2)[CH2:2][CH2:3][CH2:4]1. The reactants are C1CCOC1, O=[N+]([O-])c1ccc2nc[nH]c2c1. Yields the product Nc1ccc2nc[nH]c2c1. Reaction SMILES: [CH2:13]1[O:14][CH2:15][CH2:16][CH2:17]1.[N+:1]([O-:2])(=[O:3])[c:4]1[cH:5][c:6]2[c:7]([n:8][cH:9][nH:10]2)[cH:11][cH:12]1>>[NH2:1][c:4]1[cH:5][c:6]2[c:7]([n:8][cH:9][nH:10]2)[cH:11][cH:12]1. Reactants: ClCC=1SC=C(N1)C(=O)Cl (2-(Chloromethyl)-1,3-thiazole-4-carbonyl chloride), ClCC=1SC=C(N1)C(=O)Cl (2-(chloromethyl)-1,3-thiazole-4-carbonyl chloride), O (Water), N1C=CC2=C(C=CC=C12)C=1C=C(C=2C=NN(C2C1)S(=O)(=O)C1=CC=CC=C1)N (6-(1H-indol-4-yl)-1-(phenylsulfonyl)-1H-indazol-4-amine), CCN(C(C)C)C(C)C (DIPEA). The solvent is C(Cl)(Cl)Cl (chloroform), C(Cl)(Cl)Cl (chloroform). Reaction conditions: temperature 0 celsius, time 15 minute. The product is ClCC=1SC=C(N1)C(=O)NC1=C2C=NN(C2=CC(=C1)C1=C2C=CNC2=CC=C1)S(=O)(=O)C1=CC=CC=C1 (2-(Chloromethyl)-N-[6-(1H-indol-4-yl)-1-(phenylsulfonyl)-1H-indazol-4-yl]-1,3-thiazole-4-carboxamide). Isolated yield 75.6%. As a reaction SMILES: [NH:1]1[C:9]2[C:4](=[C:5]([C:10]3[CH:11]=[C:12]([NH2:28])[C:13]4[CH:14]=[N:15][N:16]([S:19]([C:22]5[CH:27]=[CH:26][CH:25]=[CH:24][CH:23]=5)(=[O:21])=[O:20])[C:17]=4[CH:18]=3)[CH:6]=[CH:7][CH:8]=2)[CH:3]=[CH:2]1.CCN(C(C)C)C(C)C.[Cl:38][CH2:39][C:40]1[S:41][CH:42]=[C:43]([C:45](Cl)=[O:46])[N:44]=1.O>C(Cl)(Cl)Cl>[Cl:38][CH2:39][C:40]1[S:41][CH:42]=[C:43]([C:45]([NH:28][C:12]2[CH:11]=[C:10]([C:5]3[CH:6]=[CH:7][CH:8]=[C:9]4[C:4]=3[CH:3]=[CH:2][NH:1]4)[CH:18]=[C:17]3[C:13]=2[CH:14]=[N:15][N:16]3[S:19]([C:22]2[CH:27]=[CH:26][CH:25]=[CH:24][CH:23]=2)(=[O:21])=[O:20])=[O:46])[N:44]=1. Procedure details: To solution of 6-(1H-indol-4-yl)-1-(phenylsulfonyl)-1H-indazol-4-amine (1.5 g, 3.86 mmol) in chloroform (20 ml) at 0° C. was added DIPEA (1.35 ml, 7.72 mmol). 2-(Chloromethyl)-1,3-thiazole-4-carbonyl chloride (1.8 g, 6.98 mmol) in chloroform (20 ml) was added dropwise and the mixture was stirred at 0° C. for 1 h 15 mins. The mixture was allowed to warm to room temperature and stirring continued for 18 h. A further portion of 2-(chloromethyl)-1,3-thiazole-4-carbonyl chloride (0.2 g, 1.02 mmol) wa... Starting materials: CC(=O)O[BH-](OC(C)=O)OC(C)=O, CC1CNCCN1C(=O)OCc1ccccc1, O=Cc1ccc(CCC(=O)N2CCC(Nc3ccc(F)cc3)CC2)cc1, [Na+], [Na+], O=C([O-])O. The product is CC1CN(Cc2ccc(CCC(=O)N3CCC(Nc4ccc(F)cc4)CC3)cc2)CCN1C(=O)OCc1ccccc1. Reaction SMILES: [C:44]([O:45][BH-:46]([O:47][C:48](=[O:49])[CH3:50])[O:51][C:52](=[O:53])[CH3:54])(=[O:55])[CH3:56].[CH3:27][CH:28]1[N:29]([C:34](=[O:35])[O:36][CH2:37][c:38]2[cH:39][cH:40][cH:41][cH:42][cH:43]2)[CH2:30][CH2:31][NH:32][CH2:33]1.[F:1][c:2]1[cH:3][cH:4][c:5]([NH:8][CH:9]2[CH2:10][CH2:11][N:12]([C:15]([CH2:16][CH2:17][c:18]3[cH:19][cH:20][c:21]([CH:22]=[O:23])[cH:24][cH:25]3)=[O:26])[CH2:13][CH2:14]2)[cH:6][cH:7]1.[Na+:57].[Na+:62].[O-:58][C:59]([OH:60])=[O:61]>>[F:1][c:2]1[cH:3][cH:4][c:5]([NH:8][CH:9]2[CH2:10][CH2:11][N:12]([C:15]([CH2:16][CH2:17][c:18]3[cH:19][cH:20][c:21]([CH2:22][N:32]4[CH2:31][CH2:30][N:29]([C:34](=[O:35])[O:36][CH2:37][c:38]5[cH:39][cH:40][cH:41][cH:42][cH:43]5)[CH:28]([CH3:27])[CH2:33]4)[cH:24][cH:25]3)=[O:26])[CH2:13][CH2:14]2)[cH:6][cH:7]1.